This data is from the Open Reaction Database (ORD), a public repository of structured organic reaction records. The task is: describe an organic reaction: reactants, conditions, products, and yield Starting materials: ICCCCCCC1=C(C(=CC=C1)OCC1=CC=CC=C1)OCC1=CC=CC=C1 (1-(6-iodohexyl)-2,3-bis(phenylmethoxy) benzene), COC(C1=CC(=C(C=C1)O)Cl)=O (3-chloro-4-hydroxybenzoic acid methyl ester), C([O-])([O-])=O.[K+].[K+] (potassium carbonate). Run in CC(=O)C (acetone). Product: COC(C1=CC(=C(C=C1)OCCCCCCC1=C(C(=CC=C1)OCC1=CC=CC=C1)OCC1=CC=CC=C1)Cl)=O (3-chloro-4-[6-[2,3-bis(phenylmethoxy)phenyl]hexyloxy]benzoic acid methyl ester). Isolated yield 59.0%. As a reaction SMILES: I[CH2:2][CH2:3][CH2:4][CH2:5][CH2:6][CH2:7][C:8]1[CH:13]=[CH:12][CH:11]=[C:10]([O:14][CH2:15][C:16]2[CH:21]=[CH:20][CH:19]=[CH:18][CH:17]=2)[C:9]=1[O:22][CH2:23][C:24]1[CH:29]=[CH:28][CH:27]=[CH:26][CH:25]=1.[CH3:30][O:31][C:32](=[O:41])[C:33]1[CH:38]=[CH:37][C:36]([OH:39])=[C:35]([Cl:40])[CH:34]=1.C(=O)([O-])[O-].[K+].[K+]>CC(C)=O>[CH3:30][O:31][C:32](=[O:41])[C:33]1[CH:38]=[CH:37][C:36]([O:39][CH2:2][CH2:3][CH2:4][CH2:5][CH2:6][CH2:7][C:8]2[CH:13]=[CH:12][CH:11]=[C:10]([O:14][CH2:15][C:16]3[CH:21]=[CH:20][CH:19]=[CH:18][CH:17]=3)[C:9]=2[O:22][CH2:23][C:24]2[CH:29]=[CH:28][CH:27]=[CH:26][CH:25]=2)=[C:35]([Cl:40])[CH:34]=1 |f:2.3.4|. Reported procedure: A mixture of 5.6 g of 1-(6-iodohexyl)-2,3-bis(phenylmethoxy) benzene, 2.1 g of 3-chloro-4-hydroxybenzoic acid methyl ester and 5.0 g of potassium carbonate in 50 mL of acetone was stirred at reflux for 20 hours. Workup as in Example 16, chromatography on 100 g of silica gel using 15% ethyl acetate-hexane and crystallization from ethyl acetate-hexane gave 3.7 g (59% yield), mp 68°-69°, 3-chloro-4-[6-[2,3-bis(phenylmethoxy)phenyl]hexyloxy]benzoic acid methyl ester.